This data is from the Open Reaction Database (ORD), a public repository of structured organic reaction records. The task is: describe an organic reaction: reactants, conditions, products, and yield Starting materials: COc1c(OCCCN2CCOCC2)ccc2c1N=C(N)N1CCN=C21, CCOC(C)=O, CCN(C(C)C)C(C)C, CN(C)C=O, O=C(O)c1cncnc1. Product: COc1c(OCCCN2CCOCC2)ccc2c1N=C(NC(=O)c1cncnc1)N1CCN=C21. As a reaction SMILES: [CH3:1][O:2][c:3]1[c:4]([O:17][CH2:18][CH2:19][CH2:20][N:21]2[CH2:22][CH2:23][O:24][CH2:25][CH2:26]2)[cH:5][cH:6][c:7]2[c:12]1[N:11]=[C:10]([NH2:13])[N:9]1[C:8]2=[N:16][CH2:15][CH2:14]1.[CH3:45][CH2:46][O:47][C:48]([CH3:49])=[O:50].[CH:36]([N:37]([CH:38]([CH3:39])[CH3:40])[CH2:41][CH3:42])([CH3:43])[CH3:44].[O:51]=[CH:52][N:53]([CH3:54])[CH3:55].[n:27]1[cH:28][n:29][cH:30][c:31]([C:33](=[O:34])[OH:35])[cH:32]1>>[CH3:1][O:2][c:3]1[c:4]([O:17][CH2:18][CH2:19][CH2:20][N:21]2[CH2:22][CH2:23][O:24][CH2:25][CH2:26]2)[cH:5][cH:6][c:7]2[c:12]1[N:11]=[C:10]([NH:13][C:33]([c:31]1[cH:30][n:29][cH:28][n:27][cH:32]1)=[O:34])[N:9]1[C:8]2=[N:16][CH2:15][CH2:14]1. Reactants: CCCCCCCC(CC)O (deca-8-yl alcohol), COC1=CC=C(O)C=C1 (hydroquinone monomethyl ether), C(C(=C)C)(=O)OC (methyl methacrylate), O (water). The solvent is CO (methanol). The product is C(C(=C)C)(=O)OC(CCCCCCC)CC (deca-8-yl methacrylate). RXN SMILES: [CH3:1][CH2:2][CH2:3][CH2:4][CH2:5][CH2:6][CH2:7][CH:8]([OH:11])[CH2:9][CH3:10].[C:12](OC)(=[O:16])[C:13]([CH3:15])=[CH2:14].O.COC1C=CC(O)=CC=1>CO>[C:12]([O:11][CH:8]([CH2:9][CH3:10])[CH2:7][CH2:6][CH2:5][CH2:4][CH2:3][CH2:2][CH3:1])(=[O:16])[C:13]([CH3:15])=[CH2:14]. Reported procedure: In the same reactor as used in Example 1, 760 kg (5 kmoles) of tricyclo[5.2.1.02,6 ]deca-8-yl alcohol and 1500 kg (15 kmole) of methyl methacrylate were placed and well mixed with stirring. The water content of the resulting mixture was 2500 ppm. To the mixture, 550 g of hydroquinone monomethyl ether was added and heated while introducing thereinto dried air at a rate of 4 m3/ hr and reluxing methyl methacrylate through the distillation column to remove water by azeotropic distillation. After 1 ... Starting materials: CCOC(C)=O, O=[N+]([O-])c1ccc(C(F)(F)F)nc1Cl, [H][H], O=[Pt]=O. Yields the product Nc1ccc(C(F)(F)F)nc1Cl. As a reaction SMILES: [CH3:17][CH2:18][O:19][C:20](=[O:21])[CH3:22].[Cl:1][c:2]1[n:3][c:4]([C:11]([F:12])([F:13])[F:14])[cH:5][cH:6][c:7]1[N+:8]([O-:9])=[O:10].[H:15][H:16].[Pt:23](=[O:24])=[O:25]>>[Cl:1][c:2]1[n:3][c:4]([C:11]([F:12])([F:13])[F:14])[cH:5][cH:6][c:7]1[NH2:8]. Starting materials: CC(=O)O, ClCc1ccccc1, COC(=O)C(CC1CCNCC1)C(=O)OC, [Na+], [Na+], O=C([O-])[O-]. Yields the product COC(=O)C(CC1CCN(Cc2ccccc2)CC1)C(=O)OC. RXN SMILES: [CH3:31][C:32](=[O:33])[OH:34].[Cl:7][CH2:8][c:9]1[cH:10][cH:11][cH:12][cH:13][cH:14]1.[NH:15]1[CH2:16][CH2:17][CH:18]([CH2:21][CH:22]([C:23](=[O:24])[O:25][CH3:26])[C:27](=[O:28])[O:29][CH3:30])[CH2:19][CH2:20]1.[Na+:1].[Na+:2].[O-:3][C:4](=[O:5])[O-:6]>>[CH2:8]([c:9]1[cH:10][cH:11][cH:12][cH:13][cH:14]1)[N:15]1[CH2:16][CH2:17][CH:18]([CH2:21][CH:22]([C:23](=[O:24])[O:25][CH3:26])[C:27](=[O:28])[O:29][CH3:30])[CH2:19][CH2:20]1. Starting materials: COc1ccc(-c2ccc(NC(C)=O)cc2-c2ccc(OC)cc2)cc1, CCO, [Na+], [OH-]. Product: COc1ccc(-c2ccc(N)cc2-c2ccc(OC)cc2)cc1. As a reaction SMILES: [C:1](=[O:2])([CH3:3])[NH:4][c:5]1[cH:6][c:7](-[c:19]2[cH:20][cH:21][c:22]([O:25][CH3:26])[cH:23][cH:24]2)[c:8](-[c:11]2[cH:12][cH:13][c:14]([O:17][CH3:18])[cH:15][cH:16]2)[cH:9][cH:10]1.[CH3:29][CH2:30][OH:31].[Na+:28].[OH-:27]>>[NH2:4][c:5]1[cH:6][c:7](-[c:19]2[cH:20][cH:21][c:22]([O:25][CH3:26])[cH:23][cH:24]2)[c:8](-[c:11]2[cH:12][cH:13][c:14]([O:17][CH3:18])[cH:15][cH:16]2)[cH:9][cH:10]1. Starting materials: [N+](=O)([O-])C1=CC=C(C=C1)C#C[Si](C)(C)C (4-Nitrophenyltrimethylsilylacetylene), C([O-])([O-])=O.[K+].[K+] (potassium carbonate), O (water). Run in CO (methanol). Yields the product [N+](=O)([O-])C1=CC=C(C=C1)C#C (4-Nitrophenylacetylene). As a reaction SMILES: [N+:1]([C:4]1[CH:9]=[CH:8][C:7]([C:10]#[C:11][Si](C)(C)C)=[CH:6][CH:5]=1)([O-:3])=[O:2].C(=O)([O-])[O-].[K+].[K+].O>CO>[N+:1]([C:4]1[CH:9]=[CH:8][C:7]([C:10]#[CH:11])=[CH:6][CH:5]=1)([O-:3])=[O:2] |f:1.2.3|. Procedure details: 4-Nitrophenyltrimethylsilylacetylene is reacted at ambient temperature for 3 hours with 3 g of potassium carbonate in 300 ml of methanol. The resulting reaction product mixture is poured into 1500 ml of distilled water to precipitate crude 4-nitrophenylacetylene product. The crude product is separated by filtration, washed with water, and dried in a vacuum oven at 50° C. and 1 Torr.